Dataset: the Open Reaction Database (ORD), a public repository of structured organic reaction records. Task: describe an organic reaction: reactants, conditions, products, and yield The reactants are C(C)(C)(C)OC(=O)C1N(C(C(C1)S(=O)(=O)C1=CC=CC=C1)C1=C(C=CC=C1)F)C(CNC(NC=1C=C(C=CC1)CC(=O)OCC1=CC=CC=C1)=O)=O (benzyl (2RS,4SR,5RS)-3-{3-[2-(2-tert-butoxycarbonyl-5-(2-fluorophenyl)-4-phenylsulphonyl-1-pyrrolidinyl)-2-oxoethyl]ureido}phenylacetate). Reagents/catalysts: [Pd] (palladium-on-charcoal). The solvent is C(C)O (ethanol). Product: C(C)(C)(C)OC(=O)C1N(C(C(C1)S(=O)(=O)C1=CC=CC=C1)C1=C(C=CC=C1)F)C(CNC(NC=1C=C(C=CC1)CC(=O)O)=O)=O ((2RS,4SR,5RS)-3-{3-[2-(2-tert-butoxycarbonyl-5-(2-fluorophenyl)-4-phenylsulphonyl-1-pyrrolidinyl)-2-oxoethyl]ureido}phenylacetic acid). Isolated yield 46.0%. As a reaction SMILES: [C:1]([O:5][C:6]([CH:8]1[CH2:12][CH:11]([S:13]([C:16]2[CH:21]=[CH:20][CH:19]=[CH:18][CH:17]=2)(=[O:15])=[O:14])[CH:10]([C:22]2[CH:27]=[CH:26][CH:25]=[CH:24][C:23]=2[F:28])[N:9]1[C:29](=[O:52])[CH2:30][NH:31][C:32](=[O:51])[NH:33][C:34]1[CH:35]=[C:36]([CH2:40][C:41]([O:43]CC2C=CC=CC=2)=[O:42])[CH:37]=[CH:38][CH:39]=1)=[O:7])([CH3:4])([CH3:3])[CH3:2]>C(O)C.[Pd]>[C:1]([O:5][C:6]([CH:8]1[CH2:12][CH:11]([S:13]([C:16]2[CH:17]=[CH:18][CH:19]=[CH:20][CH:21]=2)(=[O:14])=[O:15])[CH:10]([C:22]2[CH:27]=[CH:26][CH:25]=[CH:24][C:23]=2[F:28])[N:9]1[C:29](=[O:52])[CH2:30][NH:31][C:32](=[O:51])[NH:33][C:34]1[CH:35]=[C:36]([CH2:40][C:41]([OH:43])=[O:42])[CH:37]=[CH:38][CH:39]=1)=[O:7])([CH3:4])([CH3:2])[CH3:3]. Procedure details: A The reaction is carried out in a way analogous to that described in Example 2A, but from 3.6 g of benzyl (2RS,4SR,5RS)-3-{3-[2-(2-tert-butoxycarbonyl-5-(2-fluorophenyl)-4-phenylsulphonyl-1-pyrrolidinyl)-2-oxoethyl]ureido}phenylacetate 0.4 g of 10% palladium-on-charcoal in 200 cm3 of ethanol. After treatment, there are obtained 1.45 g of (2RS,4SR,5RS)-3-{3-[2-(2-tert-butoxycarbonyl-5-(2-fluorophenyl)-4-phenylsulphonyl-1-pyrrolidinyl)-2-oxoethyl]ureido}phenylacetic acid [Rf =0.27; eluent: methyl... Starting materials: CCOC(=O)C1Cc2ccccc2C(C)(C)N1, C[Si](C)(C)C=[N+]=[N-], CO, ClCCl, O=S(=O)([O-])C(F)(F)F. Yields the product CCOC(=O)C1Cc2cc(OC)ccc2C(C)(C)N1. Reaction SMILES: [CH2:9]([CH3:10])[O:11][C:12](=[O:13])[CH:14]1[NH:15][C:16]([CH3:24])([CH3:25])[c:17]2[cH:18][cH:19][cH:20][cH:21][c:22]2[CH2:23]1.[CH3:26][Si:27]([CH:28]=[N+:29]=[N-:30])([CH3:31])[CH3:32].[CH3:33][OH:34].[Cl:35][CH2:36][Cl:37].[O-:1][S:2]([C:3]([F:4])([F:5])[F:6])(=[O:7])=[O:8]>>[CH2:9]([CH3:10])[O:11][C:12](=[O:13])[CH:14]1[NH:15][C:16]([CH3:24])([CH3:25])[c:17]2[cH:18][cH:19][c:20]([O:34][CH3:33])[cH:21][c:22]2[CH2:23]1. The reactants are CC(C)C[Al+]CC(C)C, Cl, CCOC(=O)c1cnoc1-c1ccc(OC(F)(F)F)cc1, [H-], C1CCOC1. Product: OCc1cnoc1-c1ccc(OC(F)(F)F)cc1. Reaction SMILES: [CH2:23]([Al+:24][CH2:25][CH:26]([CH3:27])[CH3:28])[CH:29]([CH3:30])[CH3:31].[ClH:32].[F:1][C:2]([O:3][c:4]1[cH:5][cH:6][c:7](-[c:10]2[c:11]([C:15](=[O:16])[O:17][CH2:18][CH3:19])[cH:12][n:13][o:14]2)[cH:8][cH:9]1)([F:20])[F:21].[H-:22].[O:33]1[CH2:34][CH2:35][CH2:36][CH2:37]1>>[F:1][C:2]([O:3][c:4]1[cH:5][cH:6][c:7](-[c:10]2[c:11]([CH2:15][OH:16])[cH:12][n:13][o:14]2)[cH:8][cH:9]1)([F:20])[F:21]. Yield: 92.8%. Reaction conditions: time 2 hour. Yields the product O(C1=CC=CC=C1)C(C)C1=NC=C(C(=O)O)C=C1 (6-(1-phenoxyethyl)nicotinic acid). Reported procedure: To a solution of methyl 6-(1-phenoxyethyl)nicotinate (400 mg, 1.55 mmol) in tetrahydrofuran (12 mL), methanol (4 mL) and water (4 mL) was added lithium hydroxide (377 mg, 15.7 mmol). The resultant reaction mixture was stirred at room temperature for 2 hours. The solution was concentrated under reduced pressure and was treated with aqueous 1N hydrochloric acid (5 mL). Then the mixture was concentrated and the residue was purified by prep-thin layer chromatography to give 6-(1-phenoxyethyl)nicotin... The solvent is O1CCCC1 (tetrahydrofuran), CO (methanol), O (water). Reactants: O(C1=CC=CC=C1)C(C)C1=NC=C(C(=O)OC)C=C1 (methyl 6-(1-phenoxyethyl)nicotinate), [OH-].[Li+] (lithium hydroxide). Reaction SMILES: [O:1]([CH:8]([C:10]1[CH:19]=[CH:18][C:13]([C:14]([O:16]C)=[O:15])=[CH:12][N:11]=1)[CH3:9])[C:2]1[CH:7]=[CH:6][CH:5]=[CH:4][CH:3]=1.[OH-].[Li+]>O1CCCC1.CO.O>[O:1]([CH:8]([C:10]1[CH:19]=[CH:18][C:13]([C:14]([OH:16])=[O:15])=[CH:12][N:11]=1)[CH3:9])[C:2]1[CH:7]=[CH:6][CH:5]=[CH:4][CH:3]=1 |f:1.2|. Reactants: BrC=1C2=C(N=CN1)CCN(C2)C2=NC=C(C=C2)Cl (4-Bromo-6-(5-chloropyridin-2-yl)-5,6,7,8-tetrahydropyrido[4,3-d]pyrimidine), FC(C1=CC=C(C=N1)[C@@H](C)N)(F)F ((R)-1-(6-(trifluoromethyl)pyridin-3-yl)ethanamine), C(C)(C)N(C(C)C)CC (N,N-diisopropylethylamine). Run in C(C)#N (acetonitrile). Reaction conditions: temperature 200 celsius. Yields the product ClC=1C=CC(=NC1)N1CC2=C(N=CN=C2N[C@H](C)C=2C=NC(=CC2)C(F)(F)F)CC1 ([6-(5-Chloro-pyridin-2-yl)-5,6,7,8-tetrahydro-pyrido[4,3-d]pyrimidin-4-yl]-[(R)-1-(6-trifluoromethyl-pyridin-3-yl)-ethyl]-amine). Yield: 20.1%. RXN SMILES: Br[C:2]1[C:3]2[CH2:11][N:10]([C:12]3[CH:17]=[CH:16][C:15]([Cl:18])=[CH:14][N:13]=3)[CH2:9][CH2:8][C:4]=2[N:5]=[CH:6][N:7]=1.[F:19][C:20]([F:31])([F:30])[C:21]1[N:26]=[CH:25][C:24]([C@H:27]([NH2:29])[CH3:28])=[CH:23][CH:22]=1.C(N(CC)C(C)C)(C)C>C(#N)C>[Cl:18][C:15]1[CH:16]=[CH:17][C:12]([N:10]2[CH2:9][CH2:8][C:4]3[N:5]=[CH:6][N:7]=[C:2]([NH:29][C@@H:27]([C:24]4[CH:25]=[N:26][C:21]([C:20]([F:31])([F:19])[F:30])=[CH:22][CH:23]=4)[CH3:28])[C:3]=3[CH2:11]2)=[N:13][CH:14]=1. Reported procedure: 4-Bromo-6-(5-chloropyridin-2-yl)-5,6,7,8-tetrahydropyrido[4,3-d]pyrimidine (250 mg, 0.768 mmol), (R)-1-(6-(trifluoromethyl)pyridin-3-yl)ethanamine (219 mg, 1.15 mmol), N,N-diisopropylethylamine (401 μL, 2.30 mmol), and acetonitrile (0.75 mL) were added to a 0.5-2 mL microwave vial. The reaction was heated in the microwave reactor at 200° C. for 2.5 hours. The solids were filtered from solution and washed with acetonitrile (2×0.5 mL) and ether (2×3 mL) (219 mg of a light yellow solid). The filtra... Reported procedure: A mixture of 4-(5-cyano-1-methyl-3-indolyl)-cyclohex-3-en-isomer ethylene ketal (3.77 g) and 10% palladium on carbon (0.99 g) in ethanol-tetrahydrofuran (200:80 ml) was hydrogenated for 5 hours. The catalyst was filtered off and the solvent was removed under vacuum to afford a white powder which was washed with ethanol-hexanes (1:1) and dried under vacuum for 4 hours (2.75 g): mp 170-172° C. The reagents and catalysts are [Pd] (palladium on carbon). As a reaction SMILES: [C:1]([C:3]1[CH:4]=[C:5]2[C:9](=[CH:10][CH:11]=1)[N:8]([CH3:12])[CH:7]=[C:6]2[C:13]1[CH2:18][CH2:17][CH2:16][CH2:15][CH:14]=1)#[N:2].[CH2:19]([OH:21])[CH3:20].[O:22]1CCCC1>[Pd]>[CH2:20]1[O:22][C:16]2([CH2:17][CH2:18][CH:13]([C:6]3[C:5]4[C:9](=[CH:10][CH:11]=[C:3]([C:1]#[N:2])[CH:4]=4)[N:8]([CH3:12])[CH:7]=3)[CH2:14][CH2:15]2)[O:21][CH2:19]1 |f:1.2|. Reaction conditions: time 5 hour. Yields the product C1COC2(CCC(CC2)C2=CN(C3=CC=C(C=C23)C#N)C)O1 (4-(5-Cyano-1-methyl-3-indolyl)cyclohexanone ethylene ketal). The reactants are C(#N)C=1C=C2C(=CN(C2=CC1)C)C1=CCCCC1 (4-(5-cyano-1-methyl-3-indolyl)-cyclohex-3-en), C(C)O.O1CCCC1 (ethanol tetrahydrofuran). Reactants: CCOC(=O)c1cc2c(C(=O)CN(Cc3ccccc3)C(C)(C)C)ccc(OCc3ccccc3)c2[nH]1, CO, Cl, [Na+], C1CCOC1, [OH-]. Product: Cl, CC(C)(C)N(CC(=O)c1ccc(OCc2ccccc2)c2[nH]c(C(=O)O)cc12)Cc1ccccc1. RXN SMILES: [CH2:1]([CH3:2])[O:3][C:4](=[O:5])[c:6]1[nH:7][c:8]2[c:9]([O:30][CH2:31][c:32]3[cH:33][cH:34][cH:35][cH:36][cH:37]3)[cH:10][cH:11][c:12]([C:15]([CH2:16][N:17]([C:18]([CH3:19])([CH3:20])[CH3:21])[CH2:22][c:23]3[cH:24][cH:25][cH:26][cH:27][cH:28]3)=[O:29])[c:13]2[cH:14]1.[CH3:46][OH:47].[ClH:45].[Na+:44].[O:38]1[CH2:39][CH2:40][CH2:41][CH2:42]1.[OH-:43]>>[ClH:45].[O:3]=[C:4]([OH:5])[c:6]1[nH:7][c:8]2[c:9]([O:30][CH2:31][c:32]3[cH:33][cH:34][cH:35][cH:36][cH:37]3)[cH:10][cH:11][c:12]([C:15]([CH2:16][N:17]([C:18]([CH3:19])([CH3:20])[CH3:21])[CH2:22][c:23]3[cH:24][cH:25][cH:26][cH:27][cH:28]3)=[O:29])[c:13]2[cH:14]1.